Dataset: the Open Reaction Database (ORD), a public repository of structured organic reaction records. Task: describe an organic reaction: reactants, conditions, products, and yield The reactants are CN1CCNC2=C(C1)C=CC=C2 (4-methyl-2,3,4,5-tetrahydro-1H-benzo[e][1,4]diazepine), BrC1=CC2=C(NC(CN(C2)C)=O)N=C1 (7-bromo-4-methyl-1,3,4,5-tetrahydro-pyrido[e][1,4]diazepin-2-one). Product: Br.BrC1=CC2=C(NCCN(C2)C)N=C1 (7-Bromo-4-methyl-2,3,4,5-tetrahydro-1H-pyrido[2,3-e][1,4]diazepine hydrobromide). Reaction SMILES: [Br:1][C:2]1[CH:14]=[N:13][C:5]2[NH:6][C:7](=O)[CH2:8][N:9]([CH3:11])[CH2:10][C:4]=2[CH:3]=1.CN1CC2C=CC=CC=2NCC1>>[BrH:1].[Br:1][C:2]1[CH:14]=[N:13][C:5]2[NH:6][CH2:7][CH2:8][N:9]([CH3:11])[CH2:10][C:4]=2[CH:3]=1 |f:2.3|. Procedure: 7-bromo-4-methyl-1,3,4,5-tetrahydro-pyrido[e][1,4]diazepin-2-one (1.67 g, 6.55 mmol) was reduced to give a 1:1 mixture of the title compound and 4-methyl-2,3,4,5-tetrahydro-1H-benzo[e][1,4]diazepine. The mixture was dissolved in acetic acid (12 mL), treated with bromine (1.04 g, 6.5 mmol) and stirred at room temperature overnight. Ether (100 mL) was added and the precipitate was isolated by filtration to yield the title compound as an orange solid (2.04 g, 95%). 1H NMR (300 MHz, DMSO-d6) δ10.23 ...